From a dataset of the Open Reaction Database (ORD), a public repository of structured organic reaction records. describe an organic reaction: reactants, conditions, products, and yield Starting materials: C#CCC(CCCC)O (1-octyn-4(RS)-ol), C1(C=2C(C(=O)O1)=CC=CC2)=O (phthalic anhydride), N1=CC=CC=C1 (pyridine). Run in CCOCC (ether). The product is C(C=1C(C(=O)O)=CC=CC1)(=O)O.C#CCC(CCCC)O (1-octyn-4(RS)-ol phthalate). As a reaction SMILES: [CH:1]#[C:2][CH2:3][CH:4]([OH:9])[CH2:5][CH2:6][CH2:7][CH3:8].[C:10]1(=[O:20])[O:15][C:13](=[O:14])[C:12]2=[CH:16][CH:17]=[CH:18][CH:19]=[C:11]12.N1C=CC=CC=1>CCOCC>[C:10]([OH:15])(=[O:20])[C:11]1[C:12](=[CH:16][CH:17]=[CH:18][CH:19]=1)[C:13]([OH:9])=[O:14].[CH:1]#[C:2][CH2:3][CH:4]([OH:9])[CH2:5][CH2:6][CH2:7][CH3:8] |f:4.5|. Procedure details: A mixture consisting of 6.3 parts of 1-octyn-4(RS)-ol, 7.4 parts of phthalic anhydride and 10 parts by volume of pyridine is heated at the reflux temperature for about 3 hours, then allowed to cool for about 16 hours. At the end of that time the mixture is diluted with ether, then is washed with dilute hydrochloric acid. Extraction with dilute sodium hydroxide, followed by acidification of the alkaline extract affords an aqueous solution which is then extracted with ether. The ether extract is d...